Dataset: the Open Reaction Database (ORD), a public repository of structured organic reaction records. Task: describe an organic reaction: reactants, conditions, products, and yield Reactants: N1=C(C=CC=C1)C=1SC=CC1 (2-(2-Pyridyl)thiophene), BrC=1C=CC(=C(C=O)C1)Cl (5-bromo-2-chlorobenzaldehyde). Yields the product BrC=1C=CC(=C(C1)C(O)C=1SC(=CC1)C1=NC=CC=C1)Cl (5-bromo-2-chlorophenyl-5-(2-pyridyl)-2-thienylmethanol). As a reaction SMILES: [N:1]1[CH:6]=[CH:5][CH:4]=[CH:3][C:2]=1[C:7]1[S:8][CH:9]=[CH:10][CH:11]=1.[Br:12][C:13]1[CH:14]=[CH:15][C:16]([Cl:21])=[C:17]([CH:20]=1)[CH:18]=[O:19]>>[Br:12][C:13]1[CH:14]=[CH:15][C:16]([Cl:21])=[C:17]([CH:18]([C:9]2[S:8][C:7]([C:2]3[CH:3]=[CH:4][CH:5]=[CH:6][N:1]=3)=[CH:11][CH:10]=2)[OH:19])[CH:20]=1. Procedure details: 2-(2-Pyridyl)thiophene and 5-bromo-2-chlorobenzaldehyde obtained in Reference Example 16-(1) were treated in a manner similar to Reference Example 7-(1) to give 5-bromo-2-chlorophenyl-5-(2-pyridyl)-2-thienylmethanol as colorless powder. APCI-Mass m/Z 380/382 (M+H). (2) A solution of the above 5-bromo-2-chlorophenyl-5-(2-pyridyl)-2-thienylmethanol (3.52 g) in trifluoroacetic acid (45 ml) was added to a solution of sodium borohydride (1.75 g) in trifluoroacetic acid (45 ml), and the mixture was st... Starting materials: C(C)(C)(C)OC(N[C@@H](CC(C)(C)C)COC)=O (((S)-1-methoxymethyl-3,3-dimethyl-butyl)-carbamic acid tert-butyl ester), C(=O)(C(F)(F)F)O (TFA). Solvent: C(Cl)Cl (CH2Cl2). Run at time 2 hour. Product: FC(C(=O)O)(F)F.COC[C@H](CC(C)(C)C)N ((S)-1-Methoxymethyl-3,3-dimethyl-butylamine trifluoroacetate). As a reaction SMILES: C(OC(=O)[NH:7][C@H:8]([CH2:14][O:15][CH3:16])[CH2:9][C:10]([CH3:13])([CH3:12])[CH3:11])(C)(C)C.[C:18]([OH:24])([C:20]([F:23])([F:22])[F:21])=[O:19]>C(Cl)Cl>[F:21][C:20]([F:23])([F:22])[C:18]([OH:24])=[O:19].[CH3:16][O:15][CH2:14][C@@H:8]([NH2:7])[CH2:9][C:10]([CH3:13])([CH3:12])[CH3:11] |f:3.4|. Reported procedure: To a solution of ((S)-1-methoxymethyl-3,3-dimethyl-butyl)-carbamic acid tert-butyl ester (193 mg, 0.787 mmol) in CH2Cl2 (6 mL) was added TFA (0.606 mL, 7.87 mmol). The reaction mixture was stirred at RT for 2 h and concentrated to give the desired material which was used without further purification in the next step. 1H NMR (400 MHz, DMSO-d6) δ (ppm): 7.83 (bs, 3H), 3.50 (m, 1H), 3.35 (m, 1H), 3.35 8s, 3H), 3.28 (m, 1H), 1.48 (dd, 1H), 1.36 (dd, 1H), 0.92 (s, 9H). The reactants are solution, O (water), [OH-].[K+] (potassium hydroxide), ice water, C(C)OC(CNC1=NC(=CC=C1NC(C1=CC=C(C=C1)Cl)=O)Cl)=O (N-[6-chloro-3-[(4-chlorobenzoyl)amino]-2-pyridinyl]glycine ethyl ester), Cl (hydrochloric acid). Solvent: C(CO)O (ethylene glycol). Yields the product ClC1=CC=C2C(=N1)N(C(=N2)C2=CC=C(C=C2)Cl)CC(=O)O (5-Chloro-2-(4-chlorophenyl)-3H-imidazo[4,5-b]pyridine-3-acetic acid). Yield: 26.9%. Reaction SMILES: C([O:3][C:4](=[O:24])[CH2:5][NH:6][C:7]1[C:12]([NH:13][C:14](=O)[C:15]2[CH:20]=[CH:19][C:18]([Cl:21])=[CH:17][CH:16]=2)=[CH:11][CH:10]=[C:9]([Cl:23])[N:8]=1)C.O.[OH-].[K+].Cl>C(O)CO>[Cl:23][C:9]1[N:8]=[C:7]2[N:6]([CH2:5][C:4]([OH:3])=[O:24])[C:14]([C:15]3[CH:20]=[CH:19][C:18]([Cl:21])=[CH:17][CH:16]=3)=[N:13][C:12]2=[CH:11][CH:10]=1 |f:2.3|. Reported procedure: A solution of N-[6-chloro-3-[(4-chlorobenzoyl)amino]-2-pyridinyl]glycine ethyl ester (1.7 g, 0.00462 mole) in ethylene glycol (25 ml) was refluxed under nitrogen for two hours. To one-half of the solution (0.0023 mole) was added water (2 ml) and solid potassium hydroxide (0.20 g, 0.003515 mole) and the mixture was refluxed for an additional 15 minutes, poured into ice water (100 ml) and acidified with 3N hydrochloric acid solution. The resulting solid was collected by filtration, rinsed with wat... Starting materials: C=O, COc1ccc2c(c1)C(CCNC(C)=O)CNC2, O=CO, Cl, Cl. Product: COc1ccc2c(c1)C(CCNC(C)=O)CN(C)C2, Cl. As a reaction SMILES: [CH2:1]=[O:2].[CH3:4][O:5][c:6]1[cH:7][c:8]2[c:13]([cH:14][cH:15]1)[CH2:12][NH:11][CH2:10][CH:9]2[CH2:16][CH2:17][NH:18][C:19]([CH3:20])=[O:21].[CH:23]([OH:24])=[O:25].[ClH:22].[ClH:3]>>[CH3:1][N:11]1[CH2:10][CH:9]([CH2:16][CH2:17][NH:18][C:19]([CH3:20])=[O:21])[c:8]2[cH:7][c:6]([O:5][CH3:4])[cH:15][cH:14][c:13]2[CH2:12]1.[ClH:3]. Starting materials: C(=C)C[SiH](Cl)Cl (vinylmethyldichlorosilane), C(C1=CC=CC=C1)(=O)O (benzoic acid), colorless liquid. Solvent: CCCCCC (hexane). The product is C(=C)C[SiH](OC(C1=CC=CC=C1)=O)OC(C1=CC=CC=C1)=O (vinylmethyldibenzoyloxysilane). Reaction SMILES: [CH:1]([CH2:3][SiH:4](Cl)Cl)=[CH2:2].[C:7]([OH:15])(=[O:14])[C:8]1[CH:13]=[CH:12][CH:11]=[CH:10][CH:9]=1>CCCCCC>[CH:1]([CH2:3][SiH:4]([O:15][C:7](=[O:14])[C:8]1[CH:13]=[CH:12][CH:11]=[CH:10][CH:9]=1)[O:14][C:7](=[O:15])[C:8]1[CH:13]=[CH:12][CH:11]=[CH:10][CH:9]=1)=[CH2:2]. Reported procedure: 705 g (5 moles) of vinylmethyldichlorosilane and 1000 ml of hexane are placed in the apparatus of Example 1. The reaction with 1245 g of benzoic acid (=10.2 moles) is performed as described under Example 1; the distillation of the raw product is performed in the same manner. At a pressure of 0.5 mbar and a head temperature of 141° C., 1295 g (4.15 moles) of a colorless liquid is distilled off. The yield amounts to 83%.